Dataset: the Open Reaction Database (ORD), a public repository of structured organic reaction records. Task: describe an organic reaction: reactants, conditions, products, and yield The reactants are N#Cc1ccc(B(O)O)cc1, CC(=O)Nc1sc(Br)cc1C#N, O=C([O-])[O-], COCCOC, [K+], [K+], O. Product: CC(=O)Nc1sc(-c2ccc(C#N)cc2)cc1C#N. Reaction SMILES: [C:13](#[N:14])[c:15]1[cH:16][cH:17][c:18]([B:21]([OH:22])[OH:23])[cH:19][cH:20]1.[C:1]([CH3:2])(=[O:3])[NH:4][c:5]1[s:6][c:7]([Br:12])[cH:8][c:9]1[C:10]#[N:11].[C:24](=[O:25])([O-:26])[O-:27].[CH2:30]([CH2:31][O:32][CH3:33])[O:34][CH3:35].[K+:28].[K+:29].[OH2:36]>>[C:1]([CH3:2])(=[O:3])[NH:4][c:5]1[s:6][c:7](-[c:18]2[cH:17][cH:16][c:15]([C:13]#[N:14])[cH:20][cH:19]2)[cH:8][c:9]1[C:10]#[N:11].